From a dataset of the Open Reaction Database (ORD), a public repository of structured organic reaction records. describe an organic reaction: reactants, conditions, products, and yield Run in CN(C=O)C (dimethylformamide). Run at temperature 60 celsius, time 12 hour. Starting materials: O (water), ClC1=C(C=CC(=C1)C)C(CN1N=CN=C1)=NO (1-(2-chloro-4-methylphenyl)-1-oximino-2-(1,2,4-triazol-1-yl)-ethane), C([O-])([O-])=O.[K+].[K+] (potassium carbonate), ClC1=C(CCl)C(=CC=C1)Cl (2,6-dichlorobenzylchloride). RXN SMILES: [Cl:1][C:2]1[CH:7]=[C:6]([CH3:8])[CH:5]=[CH:4][C:3]=1[C:9](=[N:16][OH:17])[CH2:10][N:11]1[CH:15]=[N:14][CH:13]=[N:12]1.C(=O)([O-])[O-].[K+].[K+].[Cl:24][C:25]1[CH:32]=[CH:31][CH:30]=[C:29]([Cl:33])[C:26]=1[CH2:27]Cl.O>CN(C)C=O>[Cl:1][C:2]1[CH:7]=[C:6]([CH3:8])[CH:5]=[CH:4][C:3]=1[C:9](=[N:16][O:17][CH2:27][C:26]1[C:25]([Cl:24])=[CH:32][CH:31]=[CH:30][C:29]=1[Cl:33])[CH2:10][N:11]1[CH:15]=[N:14][CH:13]=[N:12]1 |f:1.2.3|. Procedure: 2 g (0.008 mol) of 1-(2-chloro-4-methylphenyl)-1-oximino-2-(1,2,4-triazol-1-yl)-ethane and 1.2 g (0.008 mol) of potassium carbonate in 8 ml of dimethylformamide were heated to 45° C. and 1.7 g (0.008 mol) of 2,6-dichlorobenzylchloride were added dropwise at that temperature. It was stirred for 12 hours at 60° C., cooled and mixed with 50 ml of water. The mixture was twice extracted with 50 ml of methylene chloride, the combined organic phases were washed with water, dried over sodium sulphate an... Isolated yield 21.4%. Product: ClC1=C(C=CC(=C1)C)C(CN1N=CN=C1)=NOCC1=C(C=CC=C1Cl)Cl (1-(2-chloro 4-methylphenyl)-1-(2,6-dichlorobenzyloximino)-2-(1,2,4-triazol-1-yl)-ethane). Starting materials: CCOP(=O)(CC#N)OCC, CC(C)(C)[O-], CCCCCC=O, [K+], C1CCOC1. The product is CCCCCC=CC#N. RXN SMILES: [C:7](#[N:8])[CH2:9][P:10](=[O:11])([O:12][CH2:13][CH3:14])[O:15][CH2:16][CH3:17].[CH3:1][C:2]([CH3:3])([O-:4])[CH3:5].[CH:18]([CH2:19][CH2:20][CH2:21][CH2:22][CH3:23])=[O:24].[K+:6].[O:25]1[CH2:26][CH2:27][CH2:28][CH2:29]1>>[C:7](#[N:8])[CH:9]=[CH:18][CH2:19][CH2:20][CH2:21][CH2:22][CH3:23].